This data is from the Open Reaction Database (ORD), a public repository of structured organic reaction records. The task is: describe an organic reaction: reactants, conditions, products, and yield Reactants: Cc1cc(F)ccc1C1CN(Cc2ccccc2)CC1[N+](=O)[O-], CCOC(C)=O, [Na+], O=C([O-])O. Product: Cc1cc(F)ccc1C1CN(Cc2ccccc2)CC1N. Reaction SMILES: [CH2:1]([c:2]1[cH:3][cH:4][cH:5][cH:6][cH:7]1)[N:8]1[CH2:9][CH:10]([c:16]2[c:17]([CH3:23])[cH:18][c:19]([F:22])[cH:20][cH:21]2)[CH:11]([N+:13]([O-:14])=[O:15])[CH2:12]1.[CH3:29][CH2:30][O:31][C:32]([CH3:33])=[O:34].[Na+:28].[O-:24][C:25]([OH:26])=[O:27]>>[CH2:1]([c:2]1[cH:3][cH:4][cH:5][cH:6][cH:7]1)[N:8]1[CH2:9][CH:10]([c:16]2[c:17]([CH3:23])[cH:18][c:19]([F:22])[cH:20][cH:21]2)[CH:11]([NH2:13])[CH2:12]1. Starting materials: FC(C=1C=C(C(=O)NCC(=O)NCC2CCNCC2)C=CC1)(F)F (4-[[N-(3-(Trifluoromethyl)benzoyl)glycyl]aminomethyl]piperidine), CS(=O)(=O)Cl (methanesulfonyl chloride), C1CCNCC1 ((piperidinomethyl)polystyrene), C(C1=CC=CC=C1)C1=CC=C(CO)C=C1 (4-(benzyl)benzyl alcohol), C1(=CC=CC=C1)N=C=O (Phenyl isocyanate). The solvent is C(Cl)(Cl)Cl (chloroform), C(Cl)(Cl)Cl (chloroform). Reaction conditions: temperature 25 celsius, time 15 hour. Product: C(C1=CC=CC=C1)C1=CC=C(CN2CCC(CC2)CNC(CNC(C2=CC(=CC=C2)C(F)(F)F)=O)=O)C=C1 (1-(4-benzylbenzyl)-4-[[N-(3-(trifluoromethyl)benzoyl)glycyl]aminomethyl]piperidine). Reaction SMILES: CS(Cl)(=O)=O.C1CCNCC1.[CH2:12]([C:19]1[CH:26]=[CH:25][C:22]([CH2:23]O)=[CH:21][CH:20]=1)[C:13]1[CH:18]=[CH:17][CH:16]=[CH:15][CH:14]=1.[F:27][C:28]([F:50])([F:49])[C:29]1[CH:30]=[C:31]([CH:46]=[CH:47][CH:48]=1)[C:32]([NH:34][CH2:35][C:36]([NH:38][CH2:39][CH:40]1[CH2:45][CH2:44][NH:43][CH2:42][CH2:41]1)=[O:37])=[O:33].C1(N=C=O)C=CC=CC=1>C(Cl)(Cl)Cl>[CH2:12]([C:19]1[CH:26]=[CH:25][C:22]([CH2:23][N:43]2[CH2:44][CH2:45][CH:40]([CH2:39][NH:38][C:36](=[O:37])[CH2:35][NH:34][C:32](=[O:33])[C:31]3[CH:46]=[CH:47][CH:48]=[C:29]([C:28]([F:50])([F:49])[F:27])[CH:30]=3)[CH2:41][CH2:42]2)=[CH:21][CH:20]=1)[C:13]1[CH:18]=[CH:17][CH:16]=[CH:15][CH:14]=1. Procedure details: A chloroform (1.0 mL) solution of methanesulfonyl chloride (4.2 mg, 0.037 mmol) and a (piperidinomethyl)polystyrene (54 mg, 2.7 mmol base/g resin) were added to a chloroform (1.0 mL) solution of 4-(benzyl)benzyl alcohol (8.7 mg, 0.044 mmol), and the resulting mixture was stirred at 25° C. for 15 hours. 4-[[N-(3-(Trifluoromethyl)benzoyl)glycyl]aminomethyl]piperidine (15.1 mg, 0.044 mmol) and KI (2 mg) were then added to the reaction mixture, and the resulting mixture solution was further stirred ... The reactants are CCOC(=O)c1c(CN(CC)CC)nc2sc3c(c2c1-c1ccc(OC)c(OC)c1)CCNC3, C1CCOC1, S=C=Nc1ccccc1. The product is CCOC(=O)c1c(CN(CC)CC)nc2sc3c(c2c1-c1ccc(OC)c(OC)c1)CCN(C(=S)Nc1ccccc1)C3. As a reaction SMILES: [CH2:1]([CH3:2])[N:3]([CH2:4][CH3:5])[CH2:6][c:7]1[c:8]([C:30](=[O:31])[O:32][CH2:33][CH3:34])[c:9](-[c:20]2[cH:21][c:22]([O:28][CH3:29])[c:23]([O:26][CH3:27])[cH:24][cH:25]2)[c:10]2[c:11]([n:12]1)[s:13][c:14]1[c:19]2[CH2:18][CH2:17][NH:16][CH2:15]1.[O:44]1[CH2:45][CH2:46][CH2:47][CH2:48]1.[c:35]1([N:41]=[C:42]=[S:43])[cH:36][cH:37][cH:38][cH:39][cH:40]1>>[CH2:1]([CH3:2])[N:3]([CH2:4][CH3:5])[CH2:6][c:7]1[c:8]([C:30](=[O:31])[O:32][CH2:33][CH3:34])[c:9](-[c:20]2[cH:21][c:22]([O:28][CH3:29])[c:23]([O:26][CH3:27])[cH:24][cH:25]2)[c:10]2[c:11]([n:12]1)[s:13][c:14]1[c:19]2[CH2:18][CH2:17][N:16]([C:42]([NH:41][c:35]2[cH:36][cH:37][cH:38][cH:39][cH:40]2)=[S:43])[CH2:15]1. Starting materials: ClC1=CC2=C(N=C(S2)OCC)C=C1 (6-chloro-2-ethoxy-benzothiazole), Cl (hydrochloric acid). The solvent is C1(=CC=CC=C1)C (toluene). Product: ClC1=CC2=C(NC(S2)=O)C=C1 (6-Chloro-2(3H)-benzothiazolone). Yield: 56.0%. RXN SMILES: [Cl:1][C:2]1[CH:13]=[CH:12][C:5]2[N:6]=[C:7]([O:9]CC)[S:8][C:4]=2[CH:3]=1.Cl>C1(C)C=CC=CC=1>[Cl:1][C:2]1[CH:13]=[CH:12][C:5]2[NH:6][C:7](=[O:9])[S:8][C:4]=2[CH:3]=1. Reported procedure: Prepared analogous to Example 5 from 6-chloro-2-ethoxy-benzothiazole and concentrated hydrochloric acid with a yield of 56% of theory. M.p.: 212°-213° C. (toluene) Starting materials: BrC1=C2CC[C@H](C2=C(C=C1)F)OC1=CC2=C([C@@H](CO2)CC(=O)OC)C=C1 (Methyl 2-((S)-6-((R)-4-bromo-7-fluoro-2,3-dihydro-1H-inden-1-yloxy)-2,3-dihydrobenzofuran-3-yl)acetate), COC(C[C@@H]1COC2=C1C=CC(=C2)O[C@@H]2CCC1=C(C=CC(=C21)F)C=2C(=NC=CC2)Br)=O ({(S)-6-[(R)-4-(2-bromo-pyridin-3-yl)-7-fluoro-indan-1-yloxy]-2,3-dihydro-benzofuran-3-yl}-acetic acid methyl ester), CN1N=C(C(=C1C)B1OC(C(O1)(C)C)(C)C)C (1,3,5-trimethyl-4-(4,4,5,5-tetramethyl-[1,3,2]dioxaborolan-2-yl)-pyrazole), methyl ester, COC(C[C@@H]1COC2=C1C=CC(=C2)O[C@@H]2CCC1=C(C=CC(=C21)F)C=2C(=NC=CC2)C=2C(=NN(C2C)C)C)=O ({(S)-6-[(R)-7-fluoro-4-[2-(1,3,5-trimethyl-1H-pyrazol-4-yl)-pyridin-3-yl]-indan-1-yloxy]-2,3-dihydro-benzofuran-3-yl}-acetic acid methyl ester). Yields the product methyl ester, FC=1C=CC(=C2CC[C@H](C12)OC1=CC2=C([C@@H](CO2)CC(=O)O)C=C1)C=1C(=NC=CC1)C=1C(=NN(C1C)C)C ({(S)-6-[(R)-7-Fluoro-4-[2-(1,3,5-trimethyl-pyrazol-4-yl)-pyridin-3-yl]-indan-1-yloxy]-2,3-dihydro-benzofuran-3-yl}-acetic acid). RXN SMILES: COC(=O)C[C@H]1C2C=CC(O[C@H]3C4C(=C(C5C(Br)=NC=CC=5)C=CC=4F)CC3)=CC=2OC1.CN1C(C)=C(B2OC(C)(C)C(C)(C)O2)C(C)=N1.BrC1C=CC(F)=C2C=1CC[C@H]2OC1C=CC2[C@H](CC(OC)=O)COC=2C=1.C[O:77][C:78](=[O:114])[CH2:79][C@H:80]1[C:84]2[CH:85]=[CH:86][C:87]([O:89][C@H:90]3[C:98]4[C:93](=[C:94]([C:100]5[C:101]([C:106]6[C:107]([CH3:113])=[N:108][N:109]([CH3:112])[C:110]=6[CH3:111])=[N:102][CH:103]=[CH:104][CH:105]=5)[CH:95]=[CH:96][C:97]=4[F:99])[CH2:92][CH2:91]3)=[CH:88][C:83]=2[O:82][CH2:81]1>>[F:99][C:97]1[CH:96]=[CH:95][C:94]([C:100]2[C:101]([C:106]3[C:107]([CH3:113])=[N:108][N:109]([CH3:112])[C:110]=3[CH3:111])=[N:102][CH:103]=[CH:104][CH:105]=2)=[C:93]2[C:98]=1[C@H:90]([O:89][C:87]1[CH:86]=[CH:85][C:84]3[C@H:80]([CH2:79][C:78]([OH:114])=[O:77])[CH2:81][O:82][C:83]=3[CH:88]=1)[CH2:91][CH2:92]2. Reported procedure: The methyl ester of the title compound is prepared from {(S)-6-[(R)-4-(2-bromo-pyridin-3-yl)-7-fluoro-indan-1-yloxy]-2,3-dihydro-benzofuran-3-yl}-acetic acid methyl ester and 1,3,5-trimethyl-4-(4,4,5,5-tetramethyl-[1,3,2]dioxaborolan-2-yl)-pyrazole following a procedure analogous to that described in Step 5 of Intermediate 1. Saponification of the methyl ester, {(S)-6-[(R)-7-fluoro-4-[2-(1,3,5-trimethyl-1H-pyrazol-4-yl)-pyridin-3-yl]-indan-1-yloxy]-2,3-dihydro-benzofuran-3-yl}-acetic acid methyl... Starting materials: CCN(CC)CCCN, CCN=C=NCCCN(C)C, CN1CCOCC1, CO, Cl, Nc1ncc(C(=O)O)c2scc(-c3ccc(NC(=O)Nc4cccc(F)c4)cc3)c12, C1CCOC1, O, On1nnc2ccccc21. Yields the product CCN(CC)CCCNC(=O)c1cnc(N)c2c(-c3ccc(NC(=O)Nc4cccc(F)c4)cc3)csc12. RXN SMILES: [CH2:31]([CH3:32])[N:33]([CH2:34][CH2:35][CH2:36][NH2:37])[CH2:38][CH3:39].[CH2:41]([N:42]=[C:43]=[N:44][CH2:45][CH2:46][CH2:47][N:48]([CH3:49])[CH3:50])[CH3:51].[CH3:63][N:64]1[CH2:65][CH2:66][O:67][CH2:68][CH2:69]1.[CH3:70][OH:71].[ClH:40].[NH2:1][c:2]1[n:3][cH:4][c:5]([C:28](=[O:29])[OH:30])[c:6]2[c:7]1[c:8](-[c:11]1[cH:12][cH:13][c:14]([NH:17][C:18](=[O:19])[NH:20][c:21]3[cH:22][c:23]([F:27])[cH:24][cH:25][cH:26]3)[cH:15][cH:16]1)[cH:9][s:10]2.[O:72]1[CH2:73][CH2:74][CH2:75][CH2:76]1.[OH2:52].[OH:53][n:54]1[c:55]2[cH:56][cH:57][cH:58][cH:59][c:60]2[n:61][n:62]1>>[NH2:1][c:2]1[n:3][cH:4][c:5]([C:28](=[O:29])[NH:37][CH2:36][CH2:35][CH2:34][N:33]([CH2:31][CH3:32])[CH2:38][CH3:39])[c:6]2[c:7]1[c:8](-[c:11]1[cH:12][cH:13][c:14]([NH:17][C:18](=[O:19])[NH:20][c:21]3[cH:22][c:23]([F:27])[cH:24][cH:25][cH:26]3)[cH:15][cH:16]1)[cH:9][s:10]2.